From a dataset of the Open Reaction Database (ORD), a public repository of structured organic reaction records. describe an organic reaction: reactants, conditions, products, and yield Reactants: C(C)OC(COC1=C(C=CC=C1F)F)=O ((2,6-Difluoro-phenoxy)-acetic acid ethyl ester), C(=O)([O-])[O-].[K+].[K+] (K2CO3), BrCC(=O)[O-] (α-bromoacetate), FC1=C(C(=CC=C1)F)O (2,6-Difluoro-phenol), [OH-].[Na+] (NaOH), d-DMSO. The reagents and catalysts are O (H2O). Solvent: C(C)O (ethanol), CC(=O)C (acetone). Run at time 8 hour. Product: FC1=C(OCC(=O)O)C(=CC=C1)F ((2,6-Difluoro-phenoxy)-acetic Acid). The yield is 98.0%. RXN SMILES: FC1C=CC=C(F)C=1O.C([O-])([O-])=O.[K+].[K+].BrCC([O-])=O.C([O:23][C:24](=[O:35])[CH2:25][O:26][C:27]1[C:32]([F:33])=[CH:31][CH:30]=[CH:29][C:28]=1[F:34])C.[OH-].[Na+]>CC(C)=O.C(O)C.O>[F:33][C:32]1[CH:31]=[CH:30][CH:29]=[C:28]([F:34])[C:27]=1[O:26][CH2:25][C:24]([OH:35])=[O:23] |f:1.2.3,6.7|. Procedure: 2,6-Difluoro-phenol (10.0 g, 92.47 mmol) was dissolved in 15.0 mL of acetone, K2CO3 (7.40 g, 92.47 mmol) and α-bromoacetate (15.44 g, 10.25 mL, 231.18 mmol) were added and the reaction was allowed to reflux overnight. The mixture was filtered through a plug of cotton and the solvent removed in vacuo to give 18.93 g as a colorless oil, 98% yield. 1H NMR (400 MHz, CDCl3): σ 1.26 (t, J=m Hz, 3H), 2.29 (s, 3H), 4.24 (q, J=Hz, 2H), 4.61 (s, 2H), 6.64 (d, J=Hz, 1H), 6.83 (t, J=Hz, 1H), 7.16 (q, J=Hz, ... Reactants: N1CCCC1 (Pyrrolidine), C(C)(C)(C)OC(=O)OC1=C(C(=O)OC(C)(C)C)C(=CC=C1C(F)(F)F)COC1=CC=C(C=C1)C1=C(C=C(C=C1)CC(=O)OC)C#N (tert-butyl 2-[(tert-butoxycarbonyl)oxy]-6-[({2′-cyano-4′-[(methoxycarbonyl)methyl]-1,1′-biphenyl-4-yl}oxy)methyl]-3-(trifluoromethyl)benzoate). The solvent is O1CCOCC1 (1,4-dioxane). The product is C(#N)C1=C(C=CC(=C1)CC(=O)OC)C1=CC=C(C=C1)OCC1=CC=C(C(=C1C(=O)OC(C)(C)C)O)C(F)(F)F (tert-butyl 6-[({2′-cyano-4′-[(methoxycarbonyl)methyl]-1,1′-biphenyl-4-yl}oxy)methyl]-2-hydroxy-3-(trifluoromethyl)benzoate). Reaction SMILES: N1CCCC1.C(OC([O:13][C:14]1[C:26]([C:27]([F:30])([F:29])[F:28])=[CH:25][CH:24]=[C:23]([CH2:31][O:32][C:33]2[CH:38]=[CH:37][C:36]([C:39]3[CH:44]=[CH:43][C:42]([CH2:45][C:46]([O:48][CH3:49])=[O:47])=[CH:41][C:40]=3[C:50]#[N:51])=[CH:35][CH:34]=2)[C:15]=1[C:16]([O:18][C:19]([CH3:22])([CH3:21])[CH3:20])=[O:17])=O)(C)(C)C>O1CCOCC1>[C:50]([C:40]1[CH:41]=[C:42]([CH2:45][C:46]([O:48][CH3:49])=[O:47])[CH:43]=[CH:44][C:39]=1[C:36]1[CH:37]=[CH:38][C:33]([O:32][CH2:31][C:23]2[C:15]([C:16]([O:18][C:19]([CH3:20])([CH3:21])[CH3:22])=[O:17])=[C:14]([OH:13])[C:26]([C:27]([F:28])([F:29])[F:30])=[CH:25][CH:24]=2)=[CH:34][CH:35]=1)#[N:51]. Run at temperature 50 celsius, time 2 hour. Reported procedure: Pyrrolidine (33 μl, 0.39 mmol) was added to a solution of crude tert-butyl 2-[(tert-butoxycarbonyl)oxy]-6-[({2′-cyano-4′-[(methoxycarbonyl)methyl]-1,1′-biphenyl-4-yl}oxy)methyl]-3-(trifluoromethyl)benzoate (125 mg) obtained in the above in 1,4-dioxane (4 ml), and the mixture was stirred at 50° C. for 2 hours. The residue obtained by removing the solvent under reduced pressure was purified by silica gel preparative thin layer chromatography (developing solvent: n-hexane/ethyl acetate=5/1) to give... Yield: 94.8%. Reactants: BrC=1C=CC2=C(C=C(O2)C(O)C2=CC=C(C=C2)Cl)C1 ((5-bromobenzofuran-2-yl)(p-chlorophenyl)methanol), S(=O)(Cl)Cl (thionylchloride). Run in C(Cl)Cl (methylenchloride), C1CCCCC1 (cyclohexane). Conditions: time 4 hour. Yields the product BrC=1C=CC2=C(C=C(O2)C(C2=CC=C(C=C2)Cl)Cl)C1 ((5-bromobenzofuran-2-yl)(p-chlorophenyl)methylchloride). As a reaction SMILES: [Br:1][C:2]1[CH:3]=[CH:4][C:5]2[O:9][C:8]([CH:10]([C:12]3[CH:17]=[CH:16][C:15]([Cl:18])=[CH:14][CH:13]=3)O)=[CH:7][C:6]=2[CH:19]=1.S(Cl)([Cl:22])=O>C(Cl)Cl.C1CCCCC1>[Br:1][C:2]1[CH:3]=[CH:4][C:5]2[O:9][C:8]([CH:10]([Cl:22])[C:12]3[CH:17]=[CH:16][C:15]([Cl:18])=[CH:14][CH:13]=3)=[CH:7][C:6]=2[CH:19]=1. Procedure: To 36.2 g of (5-bromobenzofuran-2-yl)(p-chlorophenyl)methanol dissolved in 50 ml of methylenchloride, 8.5 ml of thionylchloride in 25 ml of cyclohexane are added drop by drop, under agitation. After a 4 hour rest at 10° C., the solution is brought to dryness under vacuum condition. The residue is crystallized from petroleum ether: m.p. 83°-85° C. Starting materials: COC1=CC=C(CN2N=CC3=C2N=CC=2CNCCC32)C=C1 (3-(4-methoxy-benzyl)-6,7,8,9-tetrahydro-3H-pyrazolo[3,4-c][2,7]naphthyridine), FC(C(=O)O)(F)F (trifluoroacetic acid), C1(=CC=CC=C1)C (toluene). The product is C1=NNC=2N=CC=3CNCCC3C21 (6,7,8,9-tetrahydro-3H-pyrazolo[3,4-c][2,7]naphthyridine), C(=O)(C(F)(F)F)O (TFA). As a reaction SMILES: COC1C=CC(C[N:8]2[C:12]3[N:13]=[CH:14][C:15]4[CH2:16][NH:17][CH2:18][CH2:19][C:20]=4[C:11]=3[CH:10]=[N:9]2)=CC=1.C1(C)C=CC=CC=1.[F:30][C:31]([F:36])([F:35])[C:32]([OH:34])=[O:33]>>[CH:10]1[C:11]2[C:20]3[CH2:19][CH2:18][NH:17][CH2:16][C:15]=3[CH:14]=[N:13][C:12]=2[NH:8][N:9]=1.[C:32]([OH:34])([C:31]([F:36])([F:35])[F:30])=[O:33]. Procedure: A solution of 3-(4-methoxy-benzyl)-6,7,8,9-tetrahydro-3H-pyrazolo[3,4-c][2,7]naphthyridine (0.14 g, 0.47 mmol) in trifluoroacetic acid (2 mL) was heated at 65° C. for 16 hours. On completion of the reaction, toluene (5 mL) was added. The solvent was then removed under reduced pressure to give a dark brown solid. The solvent was removed under reduced pressure to give 6,7,8,9-tetrahydro-3H-pyrazolo[3,4-c][2,7]naphthyridine as a TFA salt. LCMS [M+H]: 175. Procedure: Sodium thiomethoxide (8.05 g, 0.115 mol) is added portionwise to a stirred solution of methyl 3-cyclopentyloxy-4-nitrobenzoate (26.5 g, 0.1 mol) in N,N'-dimethylimidazolidinone (200 mL) at ambient temperature under an atmosphere of nitrogen and stirring continued for 4 hours. The mixture is then diluted with water (1200 mL) containing sodium chloride (200 g) and extracted with ethyl acetate (2×300 mL). The combined extract is washed with saturated brine (2×300 mL) and then evaporated under reduc... Run at time 4 hour. As a reaction SMILES: [CH3:1][S-:2].[Na+].[CH:4]1([O:9][C:10]2[CH:11]=[C:12]([CH:17]=[CH:18][C:19]=2[N+]([O-])=O)[C:13]([O:15][CH3:16])=[O:14])[CH2:8][CH2:7][CH2:6][CH2:5]1.[Cl-].[Na+]>CN1CCN(C)C1=O.O>[CH:4]1([O:9][C:10]2[CH:11]=[C:12]([CH:17]=[CH:18][C:19]=2[S:2][CH3:1])[C:13]([O:15][CH3:16])=[O:14])[CH2:8][CH2:7][CH2:6][CH2:5]1 |f:0.1,3.4|. Isolated yield 91.6%. Yields the product C1(CCCC1)OC=1C=C(C(=O)OC)C=CC1SC (methyl 3-cyclopentyloxy-4-(methylthio)benzoate). Solvent: O (water), CN1C(N(CC1)C)=O (N,N'-dimethylimidazolidinone). Reactants: C[S-].[Na+] (Sodium thiomethoxide), C1(CCCC1)OC=1C=C(C(=O)OC)C=CC1[N+](=O)[O-] (methyl 3-cyclopentyloxy-4-nitrobenzoate), [Cl-].[Na+] (sodium chloride). As a reaction SMILES: [CH3:32][c:33]1[cH:34][cH:35][cH:36][cH:37][cH:38]1.[NH:1]([c:2]1[cH:3][cH:4][cH:5][cH:6][cH:7]1)[CH:8]([CH2:9][CH2:10][CH2:11][C:12](=[O:13])[OH:14])[c:15]1[cH:16][cH:17][c:18]([Cl:21])[cH:19][cH:20]1.[S:28]([Cl:29])([Cl:30])=[O:31].[cH:22]1[cH:23][cH:24][n:25][cH:26][cH:27]1>>[N:1]1([c:2]2[cH:3][cH:4][cH:5][cH:6][cH:7]2)[CH:8]([c:15]2[cH:16][cH:17][c:18]([Cl:21])[cH:19][cH:20]2)[CH2:9][CH2:10][CH2:11][C:12]1=[O:13]. The reactants are Cc1ccccc1, O=C(O)CCCC(Nc1ccccc1)c1ccc(Cl)cc1, O=S(Cl)Cl, c1ccncc1. Product: O=C1CCCC(c2ccc(Cl)cc2)N1c1ccccc1.